This data is from the Open Reaction Database (ORD), a public repository of structured organic reaction records. The task is: describe an organic reaction: reactants, conditions, products, and yield The reactants are COC(C(C1=CC=C(C=C1)O)=O)=O (4-hydroxy-alpha-oxobenzeneacetic acid methyl ester), S(C)(=O)(=O)[O-] (mesylate), COC=1C=C(OCCO)C=C(C1OC)OC (2-(3,4,5-trimethoxyphenoxy)ethanol), [H-].[Na+] (sodium hydride). Isolated yield 63.7%. Procedure: A stirred mixture of 4-hydroxy-alpha-oxobenzeneacetic acid methyl ester (0.724 g) in dimethylformamide (10 mL) under argon was treated with 55% sodium hydride (0.175 g), stirred for 15 minutes and treated with the mesylate of 2-(3,4,5-trimethoxyphenoxy)ethanol (1.8 g). The mixture was heated at 60° C. overnight and worked up as in Example 20. The material form dichloromethane extraction was purified by HPLC (dichloromethane-diethyl ether, 50:1) and crystallized from dichloromethane-hexane to pro... Conditions: temperature 60 celsius, time 15 minute. Run in CN(C=O)C (dimethylformamide). Product: COC(C(C1=CC=C(C=C1)OCCOC1=CC(=C(C(=C1)OC)OC)OC)=O)=O (4-[[2-(3,4,5-trimethoxyphenoxy)ethyl]oxy]-alpha-oxobenzeneacetic acid methyl ester). As a reaction SMILES: [CH3:1][O:2][C:3](=[O:13])[C:4](=[O:12])[C:5]1[CH:10]=[CH:9][C:8]([OH:11])=[CH:7][CH:6]=1.[H-].[Na+].S([O-])(=O)(=O)C.[CH3:21][O:22][C:23]1[CH:24]=[C:25]([CH:30]=[C:31]([O:35][CH3:36])[C:32]=1[O:33][CH3:34])[O:26][CH2:27][CH2:28]O>CN(C)C=O>[CH3:1][O:2][C:3](=[O:13])[C:4](=[O:12])[C:5]1[CH:10]=[CH:9][C:8]([O:11][CH2:28][CH2:27][O:26][C:25]2[CH:24]=[C:23]([O:22][CH3:21])[C:32]([O:33][CH3:34])=[C:31]([O:35][CH3:36])[CH:30]=2)=[CH:7][CH:6]=1 |f:1.2|. The reactants are CC(=O)Nc1ccccc1Oc1ccccc1, O=C([O-])[O-], CCOC(C)=O, [Cu], Br[Cu]Br, COc1ccccc1I, [K+], [K+], O=[N+]([O-])c1ccccc1. The product is COc1ccccc1N(C(C)=O)c1ccccc1Oc1ccccc1. Reaction SMILES: [C:1]([CH3:2])(=[O:3])[NH:4][c:5]1[c:6]([O:11][c:12]2[cH:13][cH:14][cH:15][cH:16][cH:17]2)[cH:7][cH:8][cH:9][cH:10]1.[C:27](=[O:28])([O-:29])[O-:30].[CH3:33][CH2:34][O:35][C:36](=[O:37])[CH3:38].[Cu:48].[Cu:49]([Br:50])[Br:51].[I:18][c:19]1[c:20]([O:25][CH3:26])[cH:21][cH:22][cH:23][cH:24]1.[K+:31].[K+:32].[O-:39][N+:40]([c:41]1[cH:42][cH:43][cH:44][cH:45][cH:46]1)=[O:47]>>[C:1]([CH3:2])(=[O:3])[N:4]([c:5]1[c:6]([O:11][c:12]2[cH:13][cH:14][cH:15][cH:16][cH:17]2)[cH:7][cH:8][cH:9][cH:10]1)[c:19]1[c:20]([O:25][CH3:26])[cH:21][cH:22][cH:23][cH:24]1. Procedure: In another embodiment of the invention, a method of synthesizing N,N-didesmethylgrossularine-1 2 is described comprising: condensing oxotryptamine 3 and cyanamide in the absence of air to produce 2-amino-4-(3-indolyl)imidazole 6; exposing 2-amino-4-(3-indolyl)imidazole 6 to an ammonia saturated methanol solution in air to produce imine 10; and exposing imine 10 to hydrolosis conditions to produce N,N-didesmethylgrossularine-1 2. As a reaction SMILES: O=[N:2][CH2:3][CH2:4][C:5]1[C:13]2[C:8](=[CH:9][CH:10]=[CH:11][CH:12]=2)[NH:7][CH:6]=1.[N:14]#[C:15][NH2:16]>>[NH2:16][C:15]1[NH:2][CH:3]=[C:4]([C:5]2[C:13]3[C:8](=[CH:9][CH:10]=[CH:11][CH:12]=3)[NH:7][CH:6]=2)[N:14]=1. Yields the product NC=1NC=C(N1)C1=CNC2=CC=CC=C12 (2-amino-4-(3-indolyl)imidazole). Reactants: O=NCCC1=CNC2=CC=CC=C12 (oxotryptamine), N#CN (cyanamide). Reactants: NC1=CC=C(C2=C1OCCO2)C(=O)O (8 -amino-1,4-benzodioxane-5-carboxylic acid), C(C)N1C(CCC1)CN (1-ethyl-2-aminomethylpyrrolidine), Cl (hydrochloric acid). Solvent: alcohol, CO (methanol). Yields the product Cl.Cl.C(C)N1C(CCC1)CNC(=O)C1=CC=C(C=2OCCOC21)N (N-(1-ethyl-2-pyrrolidylmethyl)-8-amino-1,4-benzodioxane-5-carboxamide dihydrochloride). The yield is 72.7%. As a reaction SMILES: [NH2:1][C:2]1[C:7]2[O:8][CH2:9][CH2:10][O:11][C:6]=2[C:5]([C:12]([OH:14])=O)=[CH:4][CH:3]=1.[CH2:15]([N:17]1[CH2:21][CH2:20][CH2:19][CH:18]1[CH2:22][NH2:23])[CH3:16].[ClH:24]>CO>[ClH:24].[ClH:24].[CH2:15]([N:17]1[CH2:21][CH2:20][CH2:19][CH:18]1[CH2:22][NH:23][C:12]([C:5]1[C:6]2[O:11][CH2:10][CH2:9][O:8][C:7]=2[C:2]([NH2:1])=[CH:3][CH:4]=1)=[O:14])[CH3:16] |f:4.5.6|. Procedure details: According to the method described in Example 2, 42 g of 8 -amino-1,4-benzodioxane-5-carboxylic acid were treated with methanol and the resulting compound treated with 33 g of 1-ethyl-2-aminomethylpyrrolidine and then a solution of 13 g of hydrochloric acid in absolute alcohol. 49 g of N-(1-ethyl-2-pyrrolidylmethyl)-8-amino-1,4-benzodioxane-5-carboxamide dihydrochloride were obtained (M.P.: 173° C.; yield: 60%). The reactants are CCOCCBr, CCOc1cc(Br)ccc1O, O=C([O-])[O-], [I-], [K+], [K+], [Na+], CN(C)C=O. Product: CCOCCOc1ccc(Br)cc1OCC. Reaction SMILES: [Br:12][CH2:13][CH2:14][O:15][CH2:16][CH3:17].[Br:1][c:2]1[cH:3][c:4]([O:9][CH2:10][CH3:11])[c:5]([OH:8])[cH:6][cH:7]1.[C:20](=[O:21])([O-:22])[O-:23].[I-:19].[K+:24].[K+:25].[Na+:18].[O:26]=[CH:27][N:28]([CH3:29])[CH3:30]>>[Br:1][c:2]1[cH:3][c:4]([O:9][CH2:10][CH3:11])[c:5]([O:8][CH2:13][CH2:14][O:15][CH2:16][CH3:17])[cH:6][cH:7]1. Reactants: ClC=1C=C(C=CC1[N+](=O)[O-])C1(OCCO1)C (2-(3-chloro-4-nitrophenyl)-2-methyl-1,3-dioxolane), ClC1=C(N)C=CC(=C1)Cl (2,4-dichloroaniline), cupric oxide, C([O-])([O-])=O.[K+].[K+] (potassium carbonate). The solvent is C(C)(=O)OCC (Ethyl acetate). Conditions: temperature 200 celsius, time 3 hour. Yields the product ClC1=C(C=CC(=C1)Cl)NC=1C=C(C=CC1[N+](=O)[O-])C1(OCCO1)C (2-[3-(2,4-dichlorophenylamino)-4-nitrophenyl]-2-methyl-1,3-dioxolane). Isolated yield 80.0%. RXN SMILES: Cl[C:2]1[CH:3]=[C:4]([C:11]2([CH3:16])[O:15][CH2:14][CH2:13][O:12]2)[CH:5]=[CH:6][C:7]=1[N+:8]([O-:10])=[O:9].[Cl:17][C:18]1[CH:24]=[C:23]([Cl:25])[CH:22]=[CH:21][C:19]=1[NH2:20].C(=O)([O-])[O-].[K+].[K+]>C(OCC)(=O)C>[Cl:17][C:18]1[CH:24]=[C:23]([Cl:25])[CH:22]=[CH:21][C:19]=1[NH:20][C:2]1[CH:3]=[C:4]([C:11]2([CH3:16])[O:15][CH2:14][CH2:13][O:12]2)[CH:5]=[CH:6][C:7]=1[N+:8]([O-:10])=[O:9] |f:2.3.4|. Reported procedure: A mixture of 2-(3-chloro-4-nitrophenyl)-2-methyl-1,3-dioxolane (8 g), 2,4-dichloroaniline (10.6 g), cupric oxide (0.8 g) and potassium carbonate (5.4 g) was stirred for 3 hours at 200° C. Ethyl acetate (100 ml) was added to the mixture, stirred and filtered. The filtrate was washed with water, dried and evaporated to dryness. The oil (15.5 g) was purified by column chromatography on silica gel (150 g) eluting with toluene to give an oil of 2-[3-(2,4-dichlorophenylamino)-4-nitrophenyl]-2-methyl-1... Starting materials: CN1CCCC1=O, O=[N+]([O-])c1ccc(Cl)nc1, [H-], [Na+], O, Oc1cccc2[nH]ccc12. The product is O=[N+]([O-])c1ccc(Oc2cccc3[nH]ccc23)nc1. RXN SMILES: [CH3:24][N:25]1[CH2:26][CH2:27][CH2:28][C:29]1=[O:30].[Cl:13][c:14]1[n:15][cH:16][c:17]([N+:20](=[O:21])[O-:22])[cH:18][cH:19]1.[H-:2].[Na+:1].[OH2:23].[OH:3][c:4]1[c:5]2[cH:6][cH:7][nH:8][c:9]2[cH:10][cH:11][cH:12]1>>[O:3]([c:4]1[c:5]2[cH:6][cH:7][nH:8][c:9]2[cH:10][cH:11][cH:12]1)[c:14]1[n:15][cH:16][c:17]([N+:20](=[O:21])[O-:22])[cH:18][cH:19]1.